describe an organic reaction: reactants, conditions, products, and yield From a dataset of the Open Reaction Database (ORD), a public repository of structured organic reaction records. Starting materials: C1(=CC=CC=C1)N1N=C(C=C1NC=1NCCN1)C1=CC=CC=C1 (2(1,3-diphenyl-5-pyrazolyl) amino-2-imidazoline), BrBr (bromine). Yields the product Br.BrC=1C(=NN(C1NC=1NCCN1)C1=CC=CC=C1)C1=CC=CC=C1 (2(4-Bromo-1,3-diphenyl-5-pyrazolyl) amino-2-imidazoline hydrobromide). Reaction SMILES: [C:1]1([N:7]2[C:11]([NH:12][C:13]3[NH:14][CH2:15][CH2:16][N:17]=3)=[CH:10][C:9]([C:18]3[CH:23]=[CH:22][CH:21]=[CH:20][CH:19]=3)=[N:8]2)[CH:6]=[CH:5][CH:4]=[CH:3][CH:2]=1.[Br:24]Br>>[BrH:24].[Br:24][C:10]1[C:9]([C:18]2[CH:19]=[CH:20][CH:21]=[CH:22][CH:23]=2)=[N:8][N:7]([C:1]2[CH:6]=[CH:5][CH:4]=[CH:3][CH:2]=2)[C:11]=1[NH:12][C:13]1[NH:14][CH2:15][CH2:16][N:17]=1 |f:2.3|. Procedure: 2(1,3-diphenyl-5-pyrazolyl) amino-2-imidazoline (6.0 g.) was treated with 3.2 g. bromine as described in Example III to give 8.85 g. of the product, mp 273° C., decomposed. Product: Cc1cc(C)c(CSC2CCCNCC2)c(C)c1. The reactants are C1CCOC1, Cc1cc(C)c(CSC2CCCNC(=O)C2)c(C)c1. As a reaction SMILES: [CH2:20]1[O:21][CH2:22][CH2:23][CH2:24]1.[CH3:1][c:2]1[c:3]([CH2:4][S:5][CH:6]2[CH2:7][C:8](=[O:13])[NH:9][CH2:10][CH2:11][CH2:12]2)[c:14]([CH3:19])[cH:15][c:16]([CH3:18])[cH:17]1>>[CH3:1][c:2]1[c:3]([CH2:4][S:5][CH:6]2[CH2:7][CH2:8][NH:9][CH2:10][CH2:11][CH2:12]2)[c:14]([CH3:19])[cH:15][c:16]([CH3:18])[cH:17]1. Reactants: Cc1nn(-c2ccc(CCNC(=O)Oc3ccccc3)cc2)c(C)c1-c1ccccc1, NS(=O)(=O)c1cccc(O)c1. The product is Cc1nn(-c2ccc(CCNC(=O)NS(=O)(=O)c3cccc(O)c3)cc2)c(C)c1-c1ccccc1. Reaction SMILES: [CH3:1][c:2]1[n:3][n:4](-[c:14]2[cH:15][cH:16][c:17]([CH2:20][CH2:21][NH:22][C:23]([O:24][c:25]3[cH:26][cH:27][cH:28][cH:29][cH:30]3)=[O:31])[cH:18][cH:19]2)[c:5]([CH3:13])[c:6]1-[c:7]1[cH:8][cH:9][cH:10][cH:11][cH:12]1.[OH:32][c:33]1[cH:34][c:35]([S:39](=[O:40])(=[O:41])[NH2:42])[cH:36][cH:37][cH:38]1>>[CH3:1][c:2]1[n:3][n:4](-[c:14]2[cH:15][cH:16][c:17]([CH2:20][CH2:21][NH:22][C:23](=[O:31])[NH:42][S:39]([c:35]3[cH:34][c:33]([OH:32])[cH:38][cH:37][cH:36]3)(=[O:40])=[O:41])[cH:18][cH:19]2)[c:5]([CH3:13])[c:6]1-[c:7]1[cH:8][cH:9][cH:10][cH:11][cH:12]1. Starting materials: CI, COc1cccc(Nc2nc(Cl)nc3ccccc23)c1OC. The product is COc1cccc(N(C)c2nc(Cl)nc3ccccc23)c1OC. RXN SMILES: [CH3:23][I:24].[Cl:1][c:2]1[n:3][c:4]2[cH:5][cH:6][cH:7][cH:8][c:9]2[c:10]([NH:12][c:13]2[c:14]([O:21][CH3:22])[c:15]([O:19][CH3:20])[cH:16][cH:17][cH:18]2)[n:11]1>>[Cl:1][c:2]1[n:3][c:4]2[cH:5][cH:6][cH:7][cH:8][c:9]2[c:10]([N:12]([c:13]2[c:14]([O:21][CH3:22])[c:15]([O:19][CH3:20])[cH:16][cH:17][cH:18]2)[CH3:23])[n:11]1. The reactants are C(C)(=O)C(C(=O)NC(C)C=1C(NC(=NN1)CC1=CC=C(C=C1)OC)=O)CCCCCC (2-acetyl-N-{1-[3-(4-methoxybenzyl)-5-oxo-4,5-dihydro-1,2,4-triazin-6-yl]ethyl}octanamide), P(=O)(Cl)(Cl)Cl (phosphorus oxychloride). The product is C(C)(=O)C(CCCCCC)C1=NC(=C2C(NC(=NN21)CC2=CC=C(C=C2)OC)=O)C (7-(1-acetylheptyl)-2-(4-methoxybenzyl)-5-methylimidazo[5,1-f][1,2,4]triazin-4(3H)-one). RXN SMILES: [C:1]([CH:4]([CH2:26][CH2:27][CH2:28][CH2:29][CH2:30][CH3:31])[C:5]([NH:7][CH:8]([C:10]1[C:11](=[O:25])[NH:12][C:13]([CH2:16][C:17]2[CH:22]=[CH:21][C:20]([O:23][CH3:24])=[CH:19][CH:18]=2)=[N:14][N:15]=1)[CH3:9])=O)(=[O:3])[CH3:2].P(Cl)(Cl)(Cl)=O>>[C:1]([CH:4]([C:5]1[N:15]2[C:10]([C:11](=[O:25])[NH:12][C:13]([CH2:16][C:17]3[CH:22]=[CH:21][C:20]([O:23][CH3:24])=[CH:19][CH:18]=3)=[N:14]2)=[C:8]([CH3:9])[N:7]=1)[CH2:26][CH2:27][CH2:28][CH2:29][CH2:30][CH3:31])(=[O:3])[CH3:2]. Reported procedure: Analogously to Example 1, 710 mg (1.65 mmol) of 2-acetyl-N-{1-[3-(4-methoxybenzyl)-5-oxo-4,5-dihydro-1,2,4-triazin-6-yl]ethyl}octanamide (Example 27A) and 1.23 g (8.00 mmol) of phosphorus oxychloride are reacted to give 7-(1-acetylheptyl)-2-(4-methoxybenzyl)-5-methylimidazo[5,1-f][1,2,4]triazin-4(3H)-one. The reactants are C(CCC)[SnH](CCCC)CCCC (tributyltin hydride), C12(CC3CC(CC(C1)C3)C2)C=2C=C(C(=O)OC3=NC=C(C(=O)OCC=C)C=C3)C=CC2O[Si](C)(C)C(C)(C)C (allyl 6-[3-adamantan-1 -yl-4-(tert-butyl-dimethyl-silanyloxy)-benzoyl-oxy]-nicotinate), Cl (hydrochloric acid). The reagents and catalysts are [Pd].C1(=CC=CC=C1)P(C1=CC=CC=C1)C1=CC=CC=C1.C1(=CC=CC=C1)P(C1=CC=CC=C1)C1=CC=CC=C1.C1(=CC=CC=C1)P(C1=CC=CC=C1)C1=CC=CC=C1.C1(=CC=CC=C1)P(C1=CC=CC=C1)C1=CC=CC=C1 (tetrakis-(triphenylphosphine)-palladium). Run in O1CCCC1 (tetrahydrofuran). Reaction conditions: time 30 minute. Yields the product C12(CC3CC(CC(C1)C3)C2)C=2C=C(C(=O)OC3=NC=C(C(=O)O)C=C3)C=CC2O[Si](C)(C)C(C)(C)C (6-[3-adamantan-1-yl-4-(tert-butyl-dimethyl-silanyloxy)-benzoyloxy]-nicotinic acid). Yield: 22.7%. Reaction SMILES: [C:1]12([C:11]3[CH:12]=[C:13]([CH:29]=[CH:30][C:31]=3[O:32][Si:33]([C:36]([CH3:39])([CH3:38])[CH3:37])([CH3:35])[CH3:34])[C:14]([O:16][C:17]3[CH:28]=[CH:27][C:20]([C:21]([O:23]CC=C)=[O:22])=[CH:19][N:18]=3)=[O:15])[CH2:10][CH:5]3[CH2:6][CH:7]([CH2:9][CH:3]([CH2:4]3)[CH2:2]1)[CH2:8]2.C([SnH](CCCC)CCCC)CCC.Cl>O1CCCC1.[Pd].C1(P(C2C=CC=CC=2)C2C=CC=CC=2)C=CC=CC=1.C1(P(C2C=CC=CC=2)C2C=CC=CC=2)C=CC=CC=1.C1(P(C2C=CC=CC=2)C2C=CC=CC=2)C=CC=CC=1.C1(P(C2C=CC=CC=2)C2C=CC=CC=2)C=CC=CC=1>[C:1]12([C:11]3[CH:12]=[C:13]([CH:29]=[CH:30][C:31]=3[O:32][Si:33]([C:36]([CH3:39])([CH3:38])[CH3:37])([CH3:34])[CH3:35])[C:14]([O:16][C:17]3[CH:28]=[CH:27][C:20]([C:21]([OH:23])=[O:22])=[CH:19][N:18]=3)=[O:15])[CH2:10][CH:5]3[CH2:4][CH:3]([CH2:9][CH:7]([CH2:6]3)[CH2:8]1)[CH2:2]2 |f:4.5.6.7.8|. Reported procedure: 100 mg of this ester were dissolved in 5 ml of absolute tetrahydrofuran and treated under argon with 104 mg of tetrakis-(triphenylphosphine)-palladium and 61 mg of tributyltin hydride. After stirring at room temperature for 30 min., the reaction mixture was poured on to ice/saturated ammonium chloride solution, acidified with 1N hydrochloric acid and extracted with ethyl acetate. The dark oil obtained after drying and evaporation was purified by chromatography (RP18-LiChroprep, acetonitrile) and...